Task: describe an organic reaction: reactants, conditions, products, and yield. Dataset: the Open Reaction Database (ORD), a public repository of structured organic reaction records Reported procedure: The tert-butyl ester from stage A was deprotected with TFA in a similar manner to that described in Example 1 to afford the title compound as a solid. Reactants: C(C)(C)(C)C1=C(C=C(C(=O)N2[C@@](C[C@@H]([C@@H]2C2=CN=CS2)N2CC=NC=C2)(C(=O)OC(C)(C)C)C)C=C1)Cl (rel-(2S,4S,5R)-1-(4-tert-butyl-3-chlorobenzoyl)-2-methyl-4-(pyrazin-4-yl)-5-(1,3-thiazol-5-yl)pyrrolidine-2-carboxylic acid, tert butyl ester), C(=O)(C(F)(F)F)O (TFA). Reaction SMILES: [C:1]([C:5]1[CH:36]=[CH:35][C:8]([C:9]([N:11]2[C@@H:15]([C:16]3[S:20][CH:19]=[N:18][CH:17]=3)[C@@H:14]([N:21]3[CH:26]=[CH:25][N:24]=[CH:23][CH2:22]3)[CH2:13][C@@:12]2([CH3:34])[C:27]([O:29]C(C)(C)C)=[O:28])=[O:10])=[CH:7][C:6]=1[Cl:37])([CH3:4])([CH3:3])[CH3:2].C(O)(C(F)(F)F)=O>>[C:1]([C:5]1[CH:36]=[CH:35][C:8]([C:9]([N:11]2[C@@H:15]([C:16]3[S:20][CH:19]=[N:18][CH:17]=3)[C@@H:14]([N:21]3[CH:22]=[CH:23][N:24]=[CH:25][CH2:26]3)[CH2:13][C@@:12]2([CH3:34])[C:27]([OH:29])=[O:28])=[O:10])=[CH:7][C:6]=1[Cl:37])([CH3:4])([CH3:2])[CH3:3]. Product: C(C)(C)(C)C1=C(C=C(C(=O)N2[C@@](C[C@@H]([C@@H]2C2=CN=CS2)N2CC=NC=C2)(C(=O)O)C)C=C1)Cl (rel-(2S,4S,5R)-1-(4-tert-Butyl-3-chlorobenzoyl)-2-methyl-4-(pyrazin-4-yl)-5-(1,3-thiazol-5-yl)pyrrolidine-2-carboxylic acid).